This data is from the Open Reaction Database (ORD), a public repository of structured organic reaction records. The task is: describe an organic reaction: reactants, conditions, products, and yield Starting materials: C(#N)C1C(C1)C(=O)N(C)OC (2-Cyano-N-methoxy-N-methylcyclopropanecarboxamide), ClC1=C(C=CC(=C1)F)Br (2-chloro-4-fluorobromobenzene), [Mg] (magnesium). The reagents and catalysts are BrC(C)Br (dibromoethane). Solvent: C1CCOC1 (THF), C(C)OCC (diethyl ether), C(C)OCC (diethyl ether). Run at time 8 hour. Yields the product ClC1=C(C(=O)C2C(C2)C#N)C=CC(=C1)F (2-(2-Chloro-4-fluorobenzoyl)cyclopropanecarbonitrile). Reaction SMILES: [Cl:1][C:2]1[CH:7]=[C:6]([F:8])[CH:5]=[CH:4][C:3]=1Br.[Mg].[C:11]([CH:13]1[CH2:15][CH:14]1[C:16](N(OC)C)=[O:17])#[N:12]>C(OCC)C.BrC(Br)C.C1COCC1>[Cl:1][C:2]1[CH:7]=[C:6]([F:8])[CH:5]=[CH:4][C:3]=1[C:16]([CH:14]1[CH2:15][CH:13]1[C:11]#[N:12])=[O:17]. Procedure details: A solution of 24.0 g (115 mmol) of 2-chloro-4-fluorobromobenzene in 20 ml of diethyl ether was added dropwise to 2.92 g (120 mmol) of magnesium turnings in 780 ml of diethyl ether, activated by adding a few drops of dibromoethane, and the reaction mixture was heated under reflux overnight. The reaction solution was added dropwise under argon to a solution of 17.7 g (68.8 mmol) of the compound from Example 73A in 300 ml of THF, and the reaction mixture was stirred initially at RT overnight and th... Reactants: C(C)(C)C=1C(=NOC1C1=NC=CC=C1)C(=O)O (4-isopropyl-5-(pyridin-2-yl)isoxazole-3-carboxylic acid), C=1C=CC2=C(C1)N=NN2O (HOBt), C(C)(C)N(CC)C(C)C (diisopropylethylamine), C(CCl)Cl (EDC), ON=C(N)C1=CC=C(CN2CC(C2)C(=O)OC(C)(C)C)C=C1 (tert-butyl 1-(4-(N′-hydroxycarbamimidoyl)benzyl)azetidine-3-carboxylate), N1=C(C=CC=C1)C1=NOC(=C1C(F)(F)F)C1=NC(=NO1)C1=CC=C(CN2CC(C2)C(=O)O)C=C1 (1-(4-(5-(3-(pyridin-2-yl)-4-(trifluoromethyl)isoxazol-5-yl)-1,2,4-oxadiazol-3-yl)benzyl)azetidine-3-carboxylic acid). Solvent: C(C)#N (acetonitrile). Run at temperature 80 celsius, time 5 hour. Yields the product C(C)(C)C=1C(=NOC1C1=NC=CC=C1)C1=NC(=NO1)C1=CC=C(CN2CC(C2)C(=O)OC(C)(C)C)C=C1 (tert-butyl 1-(4-(5-(4-isopropyl-5-(pyridin-2-yl)isoxazol-3-yl)-1,2,4-oxadiazol-3-yl)benzyl)azetidine-3-carboxylate). Reaction SMILES: [CH:1]([C:4]1[C:5]([C:15]([OH:17])=O)=[N:6][O:7][C:8]=1[C:9]1[CH:14]=[CH:13][CH:12]=[CH:11][N:10]=1)([CH3:3])[CH3:2].C1C=CC2N(O)N=NC=2C=1.C(N(C(C)C)CC)(C)C.C(Cl)CCl.O[N:42]=[C:43]([C:45]1[CH:62]=[CH:61][C:48]([CH2:49][N:50]2[CH2:53][CH:52]([C:54]([O:56][C:57]([CH3:60])([CH3:59])[CH3:58])=[O:55])[CH2:51]2)=[CH:47][CH:46]=1)[NH2:44].N1C=CC=CC=1C1C(C(F)(F)F)=C(C2ON=C(C3C=CC(CN4CC(C(O)=O)C4)=CC=3)N=2)ON=1>C(#N)C>[CH:1]([C:4]1[C:5]([C:15]2[O:17][N:44]=[C:43]([C:45]3[CH:46]=[CH:47][C:48]([CH2:49][N:50]4[CH2:51][CH:52]([C:54]([O:56][C:57]([CH3:58])([CH3:60])[CH3:59])=[O:55])[CH2:53]4)=[CH:61][CH:62]=3)[N:42]=2)=[N:6][O:7][C:8]=1[C:9]1[CH:14]=[CH:13][CH:12]=[CH:11][N:10]=1)([CH3:2])[CH3:3]. Procedure: To a solution of 4-isopropyl-5-(pyridin-2-yl)isoxazole-3-carboxylic acid salt (10.4 mg, approx. 0.045 mmol), HOBt (12.34 mg, 0.081 mmol), and diisopropylethylamine (0.031 mL, 0.179 mmol) in acetonitrile (1 mL) was added EDC (20.2 mg, 0.105 mmol) and tert-butyl 1-(4-(N′-hydroxycarbamimidoyl)benzyl)azetidine-3-carboxylate, Int. 1 (13.68 mg, 0.045 mmol). The reaction mixture was stirred at 80° C. for 5 h. The reaction mixture was concentrated, and the residue was diluted with ethyl acetate (3 mL), ... Yields the product S1C(=CC=C1)CC(=O)N[C@H]1[C@@H]2N(C(=C(C(S2)SC2=CC=CC=C2)N)C(=O)OCC2=CC=C(C=C2)[N+](=O)[O-])C1=O (p-Nitrobenzyl 7β-(2-thienylacetamido)-2-phenylthio-3-amino-3-cephem-4-carboxylate). Procedure details: To a solution of 0.675 g. of p-nitrobenzyl 7β-(2-thienylacetamido)-3-azido-3-cephem-4-carboxylate in 33 ml. of 1,2-dichloroethane were added 5 equivalents (0.74 g.) of thiophenol and the solution was heated at the reflux temperature for 90 min. The reaction mixture was evaporated to dryness and the reaction product residue was chromatographed over 8 g. of silica (Merck, toluene) using 500 ml. of toluene vs. 500 ml. of 50% ethyl acetate:toluene. The early fractions (23-26) contained a mixture of ... RXN SMILES: [S:1]1[CH:5]=[CH:4][CH:3]=[C:2]1[CH2:6][C:7]([NH:9][C@@H:10]1[C:33](=[O:34])[N:12]2[C:13]([C:20]([O:22][CH2:23][C:24]3[CH:29]=[CH:28][C:27]([N+:30]([O-:32])=[O:31])=[CH:26][CH:25]=3)=[O:21])=[C:14]([N:17]=[N+]=[N-])[CH2:15][S:16][C@H:11]12)=[O:8].[C:35]1([SH:41])[CH:40]=[CH:39][CH:38]=[CH:37][CH:36]=1>ClCCCl>[S:1]1[CH:5]=[CH:4][CH:3]=[C:2]1[CH2:6][C:7]([NH:9][C@@H:10]1[C:33](=[O:34])[N:12]2[C:13]([C:20]([O:22][CH2:23][C:24]3[CH:29]=[CH:28][C:27]([N+:30]([O-:32])=[O:31])=[CH:26][CH:25]=3)=[O:21])=[C:14]([NH2:17])[CH:15]([S:41][C:35]3[CH:40]=[CH:39][CH:38]=[CH:37][CH:36]=3)[S:16][C@H:11]12)=[O:8]. Reactants: C1(=CC=CC=C1)S (thiophenol), S1C(=CC=C1)CC(=O)N[C@H]1[C@@H]2N(C(=C(CS2)N=[N+]=[N-])C(=O)OCC2=CC=C(C=C2)[N+](=O)[O-])C1=O (p-nitrobenzyl 7β-(2-thienylacetamido)-3-azido-3-cephem-4-carboxylate). Run in ClCCCl (1,2-dichloroethane). Reactants: CC#N, CCOC(C)=O, O=C(CCl)c1cccs1, COc1ccc(C(OC(=O)C2CN3CCC2CC3)c2ccccc2)cc1. Yields the product [Cl-], COc1ccc(C(OC(=O)C2C[N+]3(CC(=O)c4cccs4)CCC2CC3)c2ccccc2)cc1. RXN SMILES: [CH3:36][C:37]#[N:38].[CH3:39][CH2:40][O:41][C:42]([CH3:43])=[O:44].[Cl:27][CH2:28][C:29](=[O:30])[c:31]1[s:32][cH:33][cH:34][cH:35]1.[N:1]12[CH2:2][CH:3]([C:9](=[O:10])[O:11][CH:12]([c:13]3[cH:14][cH:15][cH:16][cH:17][cH:18]3)[c:19]3[cH:20][cH:21][c:22]([O:25][CH3:26])[cH:23][cH:24]3)[CH:4]([CH2:5][CH2:6]1)[CH2:7][CH2:8]2>>[Cl-:27].[N+:1]12([CH2:28][C:29](=[O:30])[c:31]3[s:32][cH:33][cH:34][cH:35]3)[CH2:2][CH:3]([C:9](=[O:10])[O:11][CH:12]([c:13]3[cH:14][cH:15][cH:16][cH:17][cH:18]3)[c:19]3[cH:20][cH:21][c:22]([O:25][CH3:26])[cH:23][cH:24]3)[CH:4]([CH2:5][CH2:6]1)[CH2:7][CH2:8]2. Reactants: C1=CC=CC=C1 (benzene), C=CC1=CC=CC=C1 (styrene), C=CC1=CC=CC=C1 (styrene), C=C (ethylene), [C]=O (carbon monoxide). The solvent is C(C)C(=O)CC (diethylketone). Run at temperature 220 celsius. Product: C1(=CC=CC=C1)\C=C\C1=CC=CC=C1 (trans-stilbene). Reaction SMILES: [CH:1]1[CH:6]=[CH:5][CH:4]=[CH:3][CH:2]=1.C=C.[C]=O.[CH2:11]=[CH:12][C:13]1[CH:18]=[CH:17][CH:16]=[CH:15][CH:14]=1>C(C(CC)=O)C>[C:1]1(/[CH:11]=[CH:12]/[C:13]2[CH:18]=[CH:17][CH:16]=[CH:15][CH:14]=2)[CH:6]=[CH:5][CH:4]=[CH:3][CH:2]=1 |^3:8|. Reported procedure: Charged in an autoclave having an inner capacity of 200 ml were 50 ml of benzene and 0.019 g of Rh6 (CO)16, followed by supply of ethylene under 30 kg/cm2 and carbon monoxide under 25 kg/cm2. The charge in the autoclave was heated at 220° C. under agitation for 7 hours. The reaction mixture was cooled and analyzed by GC and it was confirmed that 0.925 g of styrene was formed. The yield of styrene was 8900% based on the Rh atom. Furthermore, it was confirmed that 1.129 g of diethylketone and 40 m... The yield is 54.7%. Yields the product C(C)N(C(CCC1=NC(=NC2=CC=CC=C12)C=1SC=CC1)=O)CC (N,N-diethyl-2-thienyl-4-quinazolinepropanamide). Reactants: S1C(=CC=C1)C(=O)O (2-thienoic acid), C(C)(=O)[O-].[NH4+] (ammonium acetate), S(=O)(Cl)Cl (thionyl chloride), C(C)N(C(CCC(C1=C(C=CC=C1)N)=O)=O)CC (N,N-diethyl-3-(2-aminobenzoyl)propanamide). Reported procedure: The procedure is as in Example 28, starting with 2-thienoic acid (1.15 g) and thionyl chloride (10 cc), then triethylamine (1.9 cc), N,N-diethyl-3-(2-aminobenzoyl)propanamide (1.11 g) and chloroform (20 cc), and finally ammonium acetate (5 g) and acetic acid (5 cc). After chromatography on silica gel with a cyclohexane/ethyl acetate (1:1 by volume) mixture as eluant and crystallization in isopropyl ether, N,N-diethyl-2-thienyl-4-quinazolinepropanamide (0.83 g), m.p. 106° C., is obtained. Reaction SMILES: [S:1]1[CH:5]=[CH:4][CH:3]=[C:2]1[C:6](O)=O.S(Cl)(Cl)=O.[CH2:13]([N:15]([CH2:29][CH3:30])[C:16](=[O:28])[CH2:17][CH2:18][C:19](=O)[C:20]1[CH:25]=[CH:24][CH:23]=[CH:22][C:21]=1[NH2:26])[CH3:14].C([O-])(=O)C.[NH4+:35]>C(O)(=O)C.C(Cl)(Cl)Cl.C(N(CC)CC)C>[CH2:13]([N:15]([CH2:29][CH3:30])[C:16](=[O:28])[CH2:17][CH2:18][C:19]1[C:20]2[C:21](=[CH:22][CH:23]=[CH:24][CH:25]=2)[N:26]=[C:6]([C:2]2[S:1][CH:5]=[CH:4][CH:3]=2)[N:35]=1)[CH3:14] |f:3.4|. The solvent is C(C)(=O)O (acetic acid), C(C)N(CC)CC (triethylamine), C(Cl)(Cl)Cl (chloroform).